Task: describe an organic reaction: reactants, conditions, products, and yield. Dataset: the Open Reaction Database (ORD), a public repository of structured organic reaction records The reactants are C(C)(=O)O[C@@H]1C[C@@]23[C@@H]([C@@H]([C@H]4[C@@H]5[C@H]6[C@@H](C7([C@@]5(C)CC[C@@H]4[C@]2(CC1)C)OCCO7)C6)O)O3 (3β-acetoxy-5,6β-epoxy-17,17-ethylenedioxy-15β,16β-methylene-5β-androstan-7β-ol), C1(=CC=CC=C1)P(C1=CC=CC=C1)C1=CC=CC=C1 (triphenylphosphine), C(Cl)(Cl)(Cl)Cl (carbon tetrachloride). Run in N1=CC=CC=C1 (pyridine), C(Cl)Cl (methylene chloride). Run at time 1.5 hour. The product is C(C)(=O)O[C@@H]1C[C@@]23[C@@H]([C@H]([C@H]4[C@@H]5[C@H]6[C@@H](C7([C@@]5(C)CC[C@@H]4[C@]2(CC1)C)OCCO7)C6)Cl)O3 (3β-acetoxy-7α-chloro-5,6β-epoxy-17,17-ethylenedioxy-15β,16β-methylene-5β-androstane). Reaction SMILES: [C:1]([O:4][C@H:5]1[CH2:22][CH2:21][C@@:20]2([CH3:23])[C@@:7]3([O:30][C@@H:8]3[C@H:9](O)[C@@H:10]3[C@@H:19]2[CH2:18][CH2:17][C@@:15]2([CH3:16])[C@H:11]3[C@@H:12]3[CH2:28][C@@H:13]3[C:14]32[O:27][CH2:26][CH2:25][O:24]3)[CH2:6]1)(=[O:3])[CH3:2].C1(P(C2C=CC=CC=2)C2C=CC=CC=2)C=CC=CC=1.C(Cl)(Cl)(Cl)[Cl:51]>N1C=CC=CC=1.C(Cl)Cl>[C:1]([O:4][C@H:5]1[CH2:22][CH2:21][C@@:20]2([CH3:23])[C@@:7]3([O:30][C@@H:8]3[C@@H:9]([Cl:51])[C@@H:10]3[C@@H:19]2[CH2:18][CH2:17][C@@:15]2([CH3:16])[C@H:11]3[C@@H:12]3[CH2:28][C@@H:13]3[C:14]32[O:27][CH2:26][CH2:25][O:24]3)[CH2:6]1)(=[O:3])[CH3:2]. Procedure details: A solution of 24 g of 3β-acetoxy-5,6β-epoxy-17,17-ethylenedioxy-15β,16β-methylene-5β-androstan-7β-ol in 48 ml of pyridine and 48 ml of carbon tetrachloride was combined with 28 g of triphenylphosphine and stirred for 1.5 hours at room temperature. The reaction mixture was diluted with methylene chloride, washed with water, dried, and evaporated. The residue was chromatographed on silica gel, thus producing 21.5 g of 3β-acetoxy-7α-chloro-5,6β-epoxy-17,17-ethylenedioxy-15β,16β-methylene-5β-androst...